This data is from the Open Reaction Database (ORD), a public repository of structured organic reaction records. The task is: describe an organic reaction: reactants, conditions, products, and yield Reaction SMILES: C([N:8](CC1C=CC=CC=1)[CH2:9][CH:10]([OH:48])[CH2:11][N:12]1[CH2:23][CH2:22][N:21]([CH2:24][C:25]([O:27][C:28]([CH3:31])([CH3:30])[CH3:29])=[O:26])[CH2:20][CH2:19][N:18]([CH2:32][C:33]([O:35][C:36]([CH3:39])([CH3:38])[CH3:37])=[O:34])[CH2:17][CH2:16][N:15]([CH2:40][C:41]([O:43][C:44]([CH3:47])([CH3:46])[CH3:45])=[O:42])[CH2:14][CH2:13]1)C1C=CC=CC=1.O>CO.[Pd]>[NH2:8][CH2:9][CH:10]([OH:48])[CH2:11][N:12]1[CH2:23][CH2:22][N:21]([CH2:24][C:25]([O:27][C:28]([CH3:31])([CH3:30])[CH3:29])=[O:26])[CH2:20][CH2:19][N:18]([CH2:32][C:33]([O:35][C:36]([CH3:37])([CH3:38])[CH3:39])=[O:34])[CH2:17][CH2:16][N:15]([CH2:40][C:41]([O:43][C:44]([CH3:47])([CH3:46])[CH3:45])=[O:42])[CH2:14][CH2:13]1. Reagents/catalysts: [Pd] (palladium). Reaction conditions: time 8 hour. Starting materials: C(C1=CC=CC=C1)N(CC(CN1CCN(CCN(CCN(CC1)CC(=O)OC(C)(C)C)CC(=O)OC(C)(C)C)CC(=O)OC(C)(C)C)O)CC1=CC=CC=C1 (10-(3-dibenzylamino-2-hydroxypropyl)-1,4,7-tris-(tert-butoxycarbonylmethyl)-1,4,7,10-tetraazacyclododecane), O (water). Product: NCC(CN1CCN(CCN(CCN(CC1)CC(=O)OC(C)(C)C)CC(=O)OC(C)(C)C)CC(=O)OC(C)(C)C)O (10-(3-Amino-2-hydroxypropyl)-1,4,7-tris-(tert-butoxycarbonylmethyl)-1,4,7,10-tetraazacyclododecane). The solvent is CO (methanol). Procedure details: 76.8 g (100 mmol) of 10-(3-dibenzylamino-2-hydroxypropyl)-1,4,7-tris-(tert-butoxycarbonylmethyl)-1,4,7,10-tetraazacyclododecane is dissolved in 500 ml of methanol, mixed with 40 ml of water, and 10 g of palladium catalyst (20% Pd/C) is added. It is hydrogenated for 8 hours at 50° C. under normal pressure. Catalyst is filtered out, and the filtrate is evaporated to the dry state in a vacuum. Starting materials: N[C@@H](CCCCN)C(=O)O (lysine), NCCCC[C@@H](C(N)=O)NC(=O)[C@@H](CC1=CC=CC=C1)N(C(=O)[C@@H](CC1=CC2=CC=CC=C2C=C1)NC(\C=C\CC(C)(C)N)=O)C ((2E)-5-Amino-5-methylhex-2-enoic acid N-((1R)-1-{N-[(1R)-1-(((1S)-5-amino-1-carbamoylpentyl)carbamoyl)-2-phenylethyl]-N-methylcarbamoyl}-2-(2-naphthyl)ethyl)amide). Yields the product C(C)(=O)NCCCC[C@@H](C(N)=O)NC(=O)[C@@H](CC1=CC=CC=C1)N(C(=O)[C@@H](CC1=CC2=CC=CC=C2C=C1)NC(\C=C\CC(C)(C)N)=O)C ((2E)-5-Amino-5-methylhex-2-enoic acid N-((1R)-1-{N-[(1R)-1-(((1S)-5-acetylamino-1-carbamoylpentyl)carbamoyl)-2-phenylethyl]-N-methylcarbamoyl}-2-(2-naphthyl)ethyl)amide). As a reaction SMILES: N[C@H:2]([C:8](O)=[O:9])CCCCN.[NH2:11][CH2:12][CH2:13][CH2:14][CH2:15][C@H:16]([NH:20][C:21]([C@H:23]([N:31]([CH3:56])[C:32]([C@H:34]([NH:46][C:47](=[O:55])/[CH:48]=[CH:49]/[CH2:50][C:51]([NH2:54])([CH3:53])[CH3:52])[CH2:35][C:36]1[CH:45]=[CH:44][C:43]2[C:38](=[CH:39][CH:40]=[CH:41][CH:42]=2)[CH:37]=1)=[O:33])[CH2:24][C:25]1[CH:30]=[CH:29][CH:28]=[CH:27][CH:26]=1)=[O:22])[C:17](=[O:19])[NH2:18]>>[C:8]([NH:11][CH2:12][CH2:13][CH2:14][CH2:15][C@H:16]([NH:20][C:21]([C@H:23]([N:31]([CH3:56])[C:32]([C@H:34]([NH:46][C:47](=[O:55])/[CH:48]=[CH:49]/[CH2:50][C:51]([NH2:54])([CH3:53])[CH3:52])[CH2:35][C:36]1[CH:45]=[CH:44][C:43]2[C:38](=[CH:39][CH:40]=[CH:41][CH:42]=2)[CH:37]=1)=[O:33])[CH2:24][C:25]1[CH:30]=[CH:29][CH:28]=[CH:27][CH:26]=1)=[O:22])[C:17](=[O:19])[NH2:18])(=[O:9])[CH3:2]. Procedure: This compound was prepared by acetylation of the epsilon amino group in the lysine fragment using the general method described above and using the compound prepared in example 19 as starting material. The reactants are COCCOC, [O-][n+]1nc(Cl)nc2ccc3c(c21)CCC3, NCCN1CCCCC1. Yields the product [O-][n+]1nc(NCCN2CCCCC2)nc2ccc3c(c21)CCC3. As a reaction SMILES: [CH3:25][O:26][CH2:27][CH2:28][O:29][CH3:30].[Cl:10][c:11]1[n:12][n+:13]([O-:24])[c:14]2[c:15]([n:16]1)[cH:17][cH:18][c:19]1[c:23]2[CH2:22][CH2:21][CH2:20]1.[N:1]1([CH2:7][CH2:8][NH2:9])[CH2:2][CH2:3][CH2:4][CH2:5][CH2:6]1>>[N:1]1([CH2:7][CH2:8][NH:9][c:11]2[n:12][n+:13]([O-:24])[c:14]3[c:15]([n:16]2)[cH:17][cH:18][c:19]2[c:23]3[CH2:22][CH2:21][CH2:20]2)[CH2:2][CH2:3][CH2:4][CH2:5][CH2:6]1. Reactants: BrN1C(N(C(NC1=O)=O)Br)=O (Dibromoisocyanuric acid), FC1=C(C=CC(=C1O)C=O)C1=CC=C(C=C1)F (2,4′-difluoro-3-hydroxybiphenyl-4-carbaldehyde), S(=S)(=O)([O-])[O-].[Na+].[Na+] (sodium thiosulfate). Solvent: CN(C)C=O (DMF). Reaction conditions: time 3 hour. Yields the product BrC1=CC(=C(C(=C1C1=CC=C(C=C1)F)F)O)C=O (6-Bromo-2,4′-difluoro-3-hydroxybiphenyl-4-carbaldehyde). The yield is 122.4%. Reaction SMILES: [Br:1]N1C(=O)NC(=O)N(Br)C1=O.[F:12][C:13]1[C:18]([OH:19])=[C:17]([CH:20]=[O:21])[CH:16]=[CH:15][C:14]=1[C:22]1[CH:27]=[CH:26][C:25]([F:28])=[CH:24][CH:23]=1.S([O-])([O-])(=O)=S.[Na+].[Na+]>CN(C=O)C>[Br:1][C:15]1[C:14]([C:22]2[CH:27]=[CH:26][C:25]([F:28])=[CH:24][CH:23]=2)=[C:13]([F:12])[C:18]([OH:19])=[C:17]([CH:20]=[O:21])[CH:16]=1 |f:2.3.4|. Procedure details: Dibromoisocyanuric acid (1.49 g) was added at room temperature to a DMF (50 mL) solution of 2,4′-difluoro-3-hydroxybiphenyl-4-carbaldehyde (2.02 g), and the mixture was stirred at the same temperature as above for 3 hours in a nitrogen atmosphere. A saturated aqueous solution of sodium thiosulfate was added to the reaction mixture at room temperature, followed by extraction with ethyl acetate. The obtained organic layer was washed with water and saturated saline in this order and dried over anhy... Starting materials: OC(CC1CCC(CC1)C1=CC=C(C=C1)C1=CC=C(C=C1)OC(F)(F)F)CCC (4'-(4-(2-Hydroxypentyl)cyclohexyl)-4-trifluoromethoxybiphenyl), C=1C=C[NH+]=CC1.[O-][Cr](=O)(=O)Cl (PCC), C(Cl)Cl (methylene chloride). Run in C1(=CC=CC=C1)C (toluene). Reaction conditions: time 7 hour. Yields the product O=C(CC1CCC(CC1)C1=CC=C(C=C1)C1=CC=C(C=C1)OC(F)(F)F)CCC (4'-(4-(2-oxopentyl)cyclohexyl)-4-trifluoromethoxybiphenyl). Isolated yield 60.2%. Reaction SMILES: [OH:1][CH:2]([CH2:27][CH2:28][CH3:29])[CH2:3][CH:4]1[CH2:9][CH2:8][CH:7]([C:10]2[CH:15]=[CH:14][C:13]([C:16]3[CH:21]=[CH:20][C:19]([O:22][C:23]([F:26])([F:25])[F:24])=[CH:18][CH:17]=3)=[CH:12][CH:11]=2)[CH2:6][CH2:5]1.C1C=C[NH+]=CC=1.[O-][Cr](Cl)(=O)=O.C(Cl)Cl>C1(C)C=CC=CC=1>[O:1]=[C:2]([CH2:27][CH2:28][CH3:29])[CH2:3][CH:4]1[CH2:5][CH2:6][CH:7]([C:10]2[CH:15]=[CH:14][C:13]([C:16]3[CH:17]=[CH:18][C:19]([O:22][C:23]([F:24])([F:25])[F:26])=[CH:20][CH:21]=3)=[CH:12][CH:11]=2)[CH2:8][CH2:9]1 |f:1.2|. Reported procedure: 4'-(4-(2-Hydroxypentyl)cyclohexyl)-4-trifluoromethoxybiphenyl (12.3 mmol) was added at 0 or below in the absence of a solvent to a mixture of PCC (13.5 mmol), 3 g of silica gel, and 70 ml of methylene chloride, and the mixture was stirred at room temperature for 7 hr to give a black suspension. 500 ml of toluene was added thereto, and the mixture was stirred. The precipitated insolubles were filtered off through Celite, and the solvent was distilled off from the resultant black solution under re... Reactants: C([O-])([O-])=O.[K+].[K+] (potassium carbonate), O1CCOCC1 (1,4-dioxane), COC1=C(C=CC=C1[N+](=O)[O-])B1OC(C(O1)(C)C)(C)C (2-(2-methoxy-3-nitro-phenyl)-4,4,5,5-tetramethyl-[1,3,2]dioxaborolane), COC(=O)C=1N(C=C(C1)I)S(=O)(=O)C1=CC=C(C=C1)C (4-iodo-1-(toluene-4-sulfonyl)-1H-pyrrole-2-carboxylic acid methyl ester). Reagents/catalysts: C=1C=CC(=CC1)[P](C=2C=CC=CC2)(C=3C=CC=CC3)[Pd]([P](C=4C=CC=CC4)(C=5C=CC=CC5)C=6C=CC=CC6)([P](C=7C=CC=CC7)(C=8C=CC=CC8)C=9C=CC=CC9)[P](C=1C=CC=CC1)(C=1C=CC=CC1)C=1C=CC=CC1 (tetrakis(triphenylphosphine)palladium). Solvent: O (water). The product is COC(=O)C=1N(C=C(C1)C1=C(C(=CC=C1)[N+](=O)[O-])OC)S(=O)(=O)C1=CC=C(C=C1)C (4-(3-nitro-2-methoxy-phenyl)-1-(p-tolylsulfonyl)-1H-pyrrole-2-carboxylic acid methyl ester). The yield is 48.3%. Reaction SMILES: O1CCOCC1.[CH3:7][O:8][C:9]1[C:14]([N+:15]([O-:17])=[O:16])=[CH:13][CH:12]=[CH:11][C:10]=1B1OC(C)(C)C(C)(C)O1.[CH3:27][O:28][C:29]([C:31]1[N:32]([S:37]([C:40]2[CH:45]=[CH:44][C:43]([CH3:46])=[CH:42][CH:41]=2)(=[O:39])=[O:38])[CH:33]=[C:34](I)[CH:35]=1)=[O:30].C(=O)([O-])[O-].[K+].[K+]>C1C=CC([P]([Pd]([P](C2C=CC=CC=2)(C2C=CC=CC=2)C2C=CC=CC=2)([P](C2C=CC=CC=2)(C2C=CC=CC=2)C2C=CC=CC=2)[P](C2C=CC=CC=2)(C2C=CC=CC=2)C2C=CC=CC=2)(C2C=CC=CC=2)C2C=CC=CC=2)=CC=1.O>[CH3:27][O:28][C:29]([C:31]1[N:32]([S:37]([C:40]2[CH:41]=[CH:42][C:43]([CH3:46])=[CH:44][CH:45]=2)(=[O:38])=[O:39])[CH:33]=[C:34]([C:10]2[CH:11]=[CH:12][CH:13]=[C:14]([N+:15]([O-:17])=[O:16])[C:9]=2[O:8][CH3:7])[CH:35]=1)=[O:30] |f:3.4.5,^1:56,58,77,96|. Procedure details: To a solution of 15 mL of 1,4-dioxane and 5 mL of water was added 2-(2-methoxy-3-nitro-phenyl)-4,4,5,5-tetramethyl-1,3,2-dioxaborolane 6a (2.05 g, 5.5 mmol) followed by 4-iodo-1-(toluene-4-sulfonyl)-1H-pyrrole-2-carboxylic acid methyl ester 57e (2.03 g, 5 mmol), potassium carbonate (1.38 g, 10 mmol) and tetrakis(triphenylphosphine)palladium (144 mg, 0.125 mmol). Upon completion of the addition, the reaction mixture was reacted at 80° C. for 30 minutes under microwave. The reaction was monitored ...